The task is: describe an organic reaction: reactants, conditions, products, and yield. This data is from the Open Reaction Database (ORD), a public repository of structured organic reaction records. Reactants: C12CNCCC2CN1C1=NC2=CC=CC=C2N=C1 (2-(3,8-diaza-bicyclo[4.2.0]oct-8-yl)-quinoxaline), [C@@H]12CN(CC[C@H]2CN1)C(=O)C1=C(C=CC(=C1)F)N1N=CC=N1 ((1R,6S)-3,8-diazabicyclo[4.2.0]octan-3-yl(5-fluoro-2-(2H-1,2,3-triazol-2-yl)phenyl)methanone), ClC1=NC=NC(=C1)NC1CC1 (4-chloro-6-(cyclopropylamino)pyrimidine). Product: C1(CC1)NC1=NC=NC(=C1)N1C[C@@H]2CCN(C[C@H]12)C(=O)C1=C(C=CC(=C1)F)N1N=CC=N1 (N-Cyclopropyl-6-[(1R,6S)-3-{[5-fluoro-2-(2H-1,2,3-triazol-2-yl)phenyl]carbonyl}-3,8-diazabicyclo[4.2.0]oct-8-yl]pyrimidin-4-amine). RXN SMILES: C12N(C3C=NC4C(=CC=CC=4)N=3)CC1CCNC2.[C@@H:19]12[NH:26][CH2:25][C@@H:24]1[CH2:23][CH2:22][N:21]([C:27]([C:29]1[CH:34]=[C:33]([F:35])[CH:32]=[CH:31][C:30]=1[N:36]1[N:40]=[CH:39][CH:38]=[N:37]1)=[O:28])[CH2:20]2.Cl[C:42]1[CH:47]=[C:46]([NH:48][CH:49]2[CH2:51][CH2:50]2)[N:45]=[CH:44][N:43]=1>>[CH:49]1([NH:48][C:46]2[CH:47]=[C:42]([N:26]3[C@@H:19]4[C@@H:24]([CH2:23][CH2:22][N:21]([C:27]([C:29]5[CH:34]=[C:33]([F:35])[CH:32]=[CH:31][C:30]=5[N:36]5[N:40]=[CH:39][CH:38]=[N:37]5)=[O:28])[CH2:20]4)[CH2:25]3)[N:43]=[CH:44][N:45]=2)[CH2:51][CH2:50]1. Reported procedure: The title compound was prepared in a manner analogous to Intermediate 2, Step A, using (1R,6S)-3,8-diazabicyclo[4.2.0]octan-3-yl(5-fluoro-2-(2H-1,2,3-triazol-2-yl)phenyl)methanone and 4-chloro-6-(cyclopropylamino)pyrimidine. MS (ESI) mass calcd. for C22H23FN8O, 434.5; m/z found, 435.2 [M+H]+. The reactants are C1(=CC=CC=C1)/C(=C/CCCCI)/C=1C=NC=CC1 ((Z)-6-phenyl-6-(3-pyridyl)-1-iodo-5-hexene), O (water), CC1=CC=C(C=C1)S(=O)(=O)CC(=O)OC (Methyl p-methylphenylsulfonylacetate), [H-].[Na+] (sodium hydride). Solvent: CN(C=O)C (dimethylformamide), CN(C=O)C (dimethylformamide). Reaction conditions: temperature 0 celsius, time 10 minute. The product is C1(=CC=CC=C1)/C(=C/CCCCC(C(=O)OC)S(=O)(=O)C1=CC=C(C=C1)C)/C=1C=NC=CC1 (methyl (Z)-8-phenyl-8-(3-pyridyl)-2-(p-methylphenylsulfonyl)-7-octenoate). Isolated yield 64.7%. Reaction SMILES: [CH3:1][C:2]1[CH:7]=[CH:6][C:5]([S:8]([CH2:11][C:12]([O:14][CH3:15])=[O:13])(=[O:10])=[O:9])=[CH:4][CH:3]=1.[H-].[Na+].[C:18]1(/[C:24](/[C:31]2[CH:32]=[N:33][CH:34]=[CH:35][CH:36]=2)=[CH:25]/[CH2:26][CH2:27][CH2:28][CH2:29]I)[CH:23]=[CH:22][CH:21]=[CH:20][CH:19]=1.O>CN(C)C=O>[C:18]1(/[C:24](/[C:31]2[CH:32]=[N:33][CH:34]=[CH:35][CH:36]=2)=[CH:25]/[CH2:26][CH2:27][CH2:28][CH2:29][CH:11]([S:8]([C:5]2[CH:4]=[CH:3][C:2]([CH3:1])=[CH:7][CH:6]=2)(=[O:10])=[O:9])[C:12]([O:14][CH3:15])=[O:13])[CH:19]=[CH:20][CH:21]=[CH:22][CH:23]=1 |f:1.2|. Reported procedure: Methyl p-methylphenylsulfonylacetate (0.43 g, 2 mmole) was dissolved in dimethylformamide, and after the solution was cooled to 0° C. under argon, sodium hydride (0.1 g) was added, followed by stirring for 10 minutes. A solution of (Z)-6-phenyl-6-(3-pyridyl)-1-iodo-5-hexene (0.8 g) in dimethylformamide (4 ml) was added to the reaction solution, and the reaction was carried out at room temperature for 3 hours. After the completion of the reaction, water (30 ml) was added, and the product was extr... The reactants are COC1=CC=C(CC=2OC3=C(C2C)C(=C(C=C3Cl)CCC)O)C=C1 (2-(p-methoxybenzyl)-3-methyl-4-hydroxy-5-propyl-7-chlorobenzofuran), CCOCC (ether), ice, [Cl-].[Al+3].[Cl-].[Cl-] (aluminium chloride), CCOCC (ether), [H-].[Al+3].[Li+].[H-].[H-].[H-] (lithium aluminium hydride). Run at time 10 minute. Yields the product COC1=CC=C(C(=O)C=2OC3=C(C2C)C(=C(C=C3Cl)CCC)O)C=C1 (2-(p-methoxybenzoyl)-3-methyl-4-hydroxy-5-propyl-7-chlorobenzofuran). Yield: 87.0%. As a reaction SMILES: [Cl-].[Al+3].[Cl-].[Cl-].[H-].[Al+3].[Li+].[H-].[H-].[H-].[CH3:11][O:12][C:13]1[CH:34]=[CH:33][C:16]([CH2:17][C:18]2[O:19][C:20]3[C:27]([Cl:28])=[CH:26][C:25]([CH2:29][CH2:30][CH3:31])=[C:24]([OH:32])[C:21]=3[C:22]=2[CH3:23])=[CH:15][CH:14]=1.CC[O:37]CC>>[CH3:11][O:12][C:13]1[CH:14]=[CH:15][C:16]([C:17]([C:18]2[O:19][C:20]3[C:27]([Cl:28])=[CH:26][C:25]([CH2:29][CH2:30][CH3:31])=[C:24]([OH:32])[C:21]=3[C:22]=2[CH3:23])=[O:37])=[CH:33][CH:34]=1 |f:0.1.2.3,4.5.6.7.8.9|. Procedure: To an ice cold suspension of aluminium chloride (467 mg, 3.5 mmoles) in ether (100 mL) was added slowly lithium aluminium hydride (570 mg, 15 mmoles). After stirring for a period of 10 minutes, 2-(p-methoxybenzyl)-3-methyl-4-hydroxy-5-propyl-7-chlorobenzofuran (491 mg, 1 mmole) in ether (10 mL) was added over a period of 2 minutes. The reaction mixture was stirred at room temperature for 10 minutes. It was cooled with an ice bath and ice was added slowly. When the vigorous reaction subsided, the...